This data is from the Open Reaction Database (ORD), a public repository of structured organic reaction records. The task is: describe an organic reaction: reactants, conditions, products, and yield The reactants are CN, CCO, COC(=O)C1CCC(c2csc(NC(=N)N)n2)C1. The product is CNC(=O)C1CCC(c2csc(NC(=N)N)n2)C1. RXN SMILES: [CH3:19][NH2:20].[CH3:21][CH2:22][OH:23].[NH:1]([C:2](=[NH:3])[NH2:4])[c:5]1[s:6][cH:7][c:8]([CH:10]2[CH2:11][CH:12]([C:15]([O:17][CH3:16])=[O:18])[CH2:13][CH2:14]2)[n:9]1>>[NH:1]([C:2](=[NH:3])[NH2:4])[c:5]1[s:6][cH:7][c:8]([CH:10]2[CH2:11][CH:12]([C:15](=[O:17])[NH:20][CH3:19])[CH2:13][CH2:14]2)[n:9]1. Starting materials: Br, COCCn1cc(C)sc1=N, O=C(O)C12CC3CC(Cl)(CC(Cl)(C3)C1)C2. The product is COCCn1cc(C)sc1=NC(=O)C12CC3CC(Cl)(CC(Cl)(C3)C1)C2. RXN SMILES: [BrH:16].[CH3:17][O:18][CH2:19][CH2:20][n:21]1[c:22](=[NH:27])[s:23][c:24]([CH3:26])[cH:25]1.[Cl:1][C:2]12[CH2:3][C:4]3([C:13](=[O:14])[OH:15])[CH2:5][CH:6]([CH2:7][C:8]([Cl:11])([CH2:9]1)[CH2:10]3)[CH2:12]2>>[Cl:1][C:2]12[CH2:3][C:4]3([C:13](=[O:14])[N:27]=[c:22]4[n:21]([CH2:20][CH2:19][O:18][CH3:17])[cH:25][c:24]([CH3:26])[s:23]4)[CH2:5][CH:6]([CH2:7][C:8]([Cl:11])([CH2:9]1)[CH2:10]3)[CH2:12]2. Starting materials: NC1=C(C=C(C=C1[N+](=O)[O-])Br)O (2-amino-5-bromo-3-nitrophenol). The reagents and catalysts are [Ni] (Raney Nickel). Solvent: C(C)(=O)OCC (ethyl acetate). Conditions: time 2 hour. The product is NC1=C(C=C(C=C1N)Br)O (2,3-diamino-5-bromophenol). As a reaction SMILES: [NH2:1][C:2]1[C:7]([N+:8]([O-])=O)=[CH:6][C:5]([Br:11])=[CH:4][C:3]=1[OH:12]>C(OCC)(=O)C.[Ni]>[NH2:1][C:2]1[C:7]([NH2:8])=[CH:6][C:5]([Br:11])=[CH:4][C:3]=1[OH:12]. Procedure details: As shown in step 6-iv of Scheme 6, to a solution of 2-amino-5-bromo-3-nitrophenol (7.5 g, 31.8 mmol) in ethyl acetate (60 mL) was added Raney Nickel™ (1.90 g, 214 μL, 32.4 mmol) and the reaction mixture was shaken for 2 hours under an atmosphere of H2 at 30 p.s.i. After filtering and drying over Na2SO4, the mixture was concentrated under reduced pressure to provide 2,3-diamino-5-bromophenol (compound 1016), which was used as is in subsequent reactions without further purification. Solvent: C1CCOC1 (THF), C1CCOC1 (THF). Reported procedure: Butyl lithium (26.3 mL, 42.04 mmol) was added to a solution of diisopropylamine (4.6 g, 45.6 mmol) in dry THF (40 mL) under nitrogen at 0° C. and stirred for 20 minutes. The solution was cooled to −78° C. followed by the addition of t-butyl acetate (4.1 g, 35.0 mmol) and stirred at that temperature for 45 minutes. Chlorotitanium triisopropoxide (9.4 g, 36.2 mmol) was added dropwise and stirring was continued for 30 minutes at −78° C. A −50° C. solution of 4-methyl-benzenesulfinic acid ((2R,3R)-2... Reaction SMILES: C([Li])CCC.C(NC(C)C)(C)C.[C:13]([O:16][C:17]([CH3:20])([CH3:19])[CH3:18])(=[O:15])[CH3:14].[CH3:21][C@H:22]([C@H:34]([CH3:38])[CH2:35][CH2:36][CH3:37])[CH:23]=[N:24][S:25]([C:27]1[CH:32]=[CH:31][C:30]([CH3:33])=[CH:29][CH:28]=1)=[O:26]>C1COCC1.CC(C)[O-].CC(C)[O-].CC(C)[O-].Cl[Ti+3]>[C:17]([O:16][C:13](=[O:15])[CH2:14][C@@H:23]([NH:24][S:25]([C:27]1[CH:32]=[CH:31][C:30]([CH3:33])=[CH:29][CH:28]=1)=[O:26])[C@H:22]([CH3:21])[C@H:34]([CH3:38])[CH2:35][CH2:36][CH3:37])([CH3:20])([CH3:19])[CH3:18] |f:5.6.7.8|. Starting materials: C[C@@H](C=NS(=O)C1=CC=C(C=C1)C)[C@@H](CCC)C (4-methyl-benzenesulfinic acid ((2R,3R)-2,3-dimethyl-hexylidene)-amide), C(CCC)[Li] (Butyl lithium), C(C)(C)NC(C)C (diisopropylamine), C(C)(=O)OC(C)(C)C (t-butyl acetate). Run at temperature -78 celsius, time 20 minute. The product is C(C)(C)(C)OC(C[C@H]([C@@H]([C@@H](CCC)C)C)NS(=O)C1=CC=C(C=C1)C)=O ((4R,5R)-4,5-Dimethyl-(R)-3-(toluene-4-sulfinylamino)-octanoic acid tert-butyl ester). The yield is 53.8%. The reagents and catalysts are CC([O-])C.CC([O-])C.CC([O-])C.Cl[Ti+3] (Chlorotitanium triisopropoxide). Starting materials: [BH4-], O=Cc1cccnc1Br, CO, [Na+], O. Product: OCc1cccnc1Br. RXN SMILES: [BH4-:12].[Br:1][c:2]1[n:3][cH:4][cH:5][cH:6][c:7]1[CH:8]=[O:9].[CH3:10][OH:11].[Na+:13].[OH2:14]>>[Br:1][c:2]1[n:3][cH:4][cH:5][cH:6][c:7]1[CH2:8][OH:9]. Reactants: EtOAc-hexanes, C(C)OC(=O)C(C1=CC=NC2=CC=CC=C12)C(=O)OCC (4-(Bis-ethoxycarbonyl methyl)-quinoline), [Na+].[Cl-] (NaCl), O (H2O). Run in CS(=O)C (DMSO). Conditions: temperature 160 celsius. Product: C(C)OC(=O)CC1=CC=NC2=CC=CC=C12 (4-(ethoxycarbonyl methyl)-quinoline). The yield is 47.7%. RXN SMILES: [CH2:1]([O:3][C:4]([CH:6](C(OCC)=O)[C:7]1[C:16]2[C:11](=[CH:12][CH:13]=[CH:14][CH:15]=2)[N:10]=[CH:9][CH:8]=1)=[O:5])[CH3:2].[Na+].[Cl-].O>CS(C)=O>[CH2:1]([O:3][C:4]([CH2:6][C:7]1[C:16]2[C:11](=[CH:12][CH:13]=[CH:14][CH:15]=2)[N:10]=[CH:9][CH:8]=1)=[O:5])[CH3:2] |f:1.2|. Procedure details: 4-(Bis-ethoxycarbonyl methyl)-quinoline (5.05 g, 17.6 mmol), NaCl (2.06 g, 35.2 mmol), and H2O (0.63 mL, 35 mmol) were combined with DMSO (22 mL) in a round-bottom flask fitted with a reflux condenser. The heterogeneous mixture was stirred and heated to 160° C. for 90 minutes. TLC analysis (silca, 20% EtOAc-hexanes) indicated complete consumption of the starting material. The reaction was allowed to cool to room temperature and then was diluted with H2O. The dilution was extracted three times wi... The reactants are IC (iodomethane), C1=C2CC=3N(CC2=CC=C1)C=C1C(C2=C(C(C13)=O)C=CC=C2)=O (5,14-dihydrobenz[5,6]isoindolo[2,1-b]isoquinoline-8,13-dione), C1=C2CC=3N(CC2=CC=C1)C=C1C(C2=C(C(C13)=O)C=CC=C2)=O (5,14-dihydrobenz[5,6]isoindolo[2,1-b]isoquinoline-8,13-dione), C([O-])([O-])=O.[K+].[K+] (potassium carbonate), IC (iodomethane). Reagents/catalysts: [Cl-].C(C1=CC=CC=C1)[N+](CC)(CC)CC (benzyl triethylammonium chloride). The solvent is ClCCl (dichloromethane), C(C)#N (acetonitrile). Yields the product CC1C=2N(CC3=CC=CC=C13)C=C1C(C3=C(C(C12)=O)C=CC=C3)=O (5,14-Dihydro-14-methylbenz[5,6]isoindolo[2,1-b]isoquinoline-8,13-dione). Isolated yield 9.8%. As a reaction SMILES: [CH:1]1[CH:10]=[CH:9][CH:8]=[C:7]2[C:2]=1[CH2:3][C:4]1[N:5]([CH:11]=[C:12]3[C:17]=1[C:16](=[O:18])[C:15]1[CH:19]=[CH:20][CH:21]=[CH:22][C:14]=1[C:13]3=[O:23])[CH2:6]2.[C:24](=O)([O-])[O-].[K+].[K+].IC>[Cl-].C([N+](CC)(CC)CC)C1C=CC=CC=1.C(#N)C.ClCCl>[CH3:24][CH:3]1[C:2]2[C:7](=[CH:8][CH:9]=[CH:10][CH:1]=2)[CH2:6][N:5]2[CH:11]=[C:12]3[C:17]([C:16](=[O:18])[C:15]4[CH:19]=[CH:20][CH:21]=[CH:22][C:14]=4[C:13]3=[O:23])=[C:4]12 |f:1.2.3,5.6|. Procedure: A mixture of 5,14-dihydrobenz[5,6]isoindolo[2,1-b]isoquinoline-8,13-dione (0.96 g) (Intermediate 1), benzyl triethylammonium chloride (0.16 g), potassium carbonate (2.20 g) and iodomethane (0.45 ml) in acetonitrile (100 ml) was stirred and heated under reflux for 4 h. A further portion of iodomethane (0.5 ml) was added and the mixture was stirred at 80° C. for 1 h. The mixture was cooled to room temperature, diluted with dichloromethane (250 ml) and filtered. The filtrate was concentrated in vac... The reactants are ClC1=C(CN(C(=O)C2CCCCC2)C2=CC=C(C=C2)OCCN2CCCC2)C=CC(=C1)OC1OCCCC1 (cyclohexanecarboxylic acid [2-chloro-4-(tetrahydro-pyran-2-yloxy)-benzyl]-[4-(2-pyrrolidin-1-yl-ethoxy)-phenyl]-amide), Cl (HCl), C([O-])(O)=O.[Na+] (sodium bicarbonate). Solvent: C(C)O (ethanol). Reaction conditions: time 1 hour. Product: Cl.ClC1=C(CN(C(=O)C2CCCCC2)C2=CC=C(C=C2)OCCN2CCCC2)C=CC(=C1)O (Cyclohexanecarboxylic acid (2-chloro-4-hydroxy-benzyl)-[4-(2-pyrrolidin-1-yl-ethoxy)-phenyl]-amide, hydrochloride salt). Yield: 175.5%. As a reaction SMILES: [Cl:1][C:2]1[CH:31]=[C:30]([O:32]C2CCCCO2)[CH:29]=[CH:28][C:3]=1[CH2:4][N:5]([C:14]1[CH:19]=[CH:18][C:17]([O:20][CH2:21][CH2:22][N:23]2[CH2:27][CH2:26][CH2:25][CH2:24]2)=[CH:16][CH:15]=1)[C:6]([CH:8]1[CH2:13][CH2:12][CH2:11][CH2:10][CH2:9]1)=[O:7].Cl.C(=O)(O)[O-].[Na+]>C(O)C>[ClH:1].[Cl:1][C:2]1[CH:31]=[C:30]([OH:32])[CH:29]=[CH:28][C:3]=1[CH2:4][N:5]([C:14]1[CH:19]=[CH:18][C:17]([O:20][CH2:21][CH2:22][N:23]2[CH2:24][CH2:25][CH2:26][CH2:27]2)=[CH:16][CH:15]=1)[C:6]([CH:8]1[CH2:13][CH2:12][CH2:11][CH2:10][CH2:9]1)=[O:7] |f:2.3,5.6|. Procedure details: A solution of cyclohexanecarboxylic acid [2-chloro-4-(tetrahydro-pyran-2-yloxy)-benzyl]-[4-(2-pyrrolidin-1-yl-ethoxy)-phenyl]-amide (2.0 g) in 3:1 ethanol:1N HCl (40 mL) was stirred at room temperature for 1.5 hr. Saturated aqueous sodium bicarbonate solution was added and the aqueous solution was washed with methylene chloride. The organic solution was dried (magnesium sulfate), filtered and concentrated in vacuo. The crude product was purified by Biotage® chromatography (methylene chloride to ... Reactants: BrB(Br)Br, COc1ccc(CC(=O)O)cc1Br. The product is O=C(O)Cc1ccc(O)c(Br)c1. RXN SMILES: [B:14]([Br:15])([Br:16])[Br:17].[Br:1][c:2]1[cH:3][c:4]([CH2:10][C:11](=[O:12])[OH:13])[cH:5][cH:6][c:7]1[O:8][CH3:9]>>[Br:1][c:2]1[cH:3][c:4]([CH2:10][C:11](=[O:12])[OH:13])[cH:5][cH:6][c:7]1[OH:8]. The reactants are FC1=C(C=CC(=C1)F)C=1C=C(C(=O)OC(C)(C)C)C=C(N1)C(C(F)(F)F)O (tert-butyl 2-(2,4-difluorophenyl)-6-(2,2,2-trifluoro-1-hydroxyethyl)isonicotinate), FC(C(=O)O)(F)F (trifluoroacetic acid), FC(C(=O)O)(F)F (trifluoroacetic acid). Solvent: ClCCl (dichloromethane). Run at time 18 hour. Yields the product FC1=C(C=CC(=C1)F)C=1C=C(C(=O)O)C=C(N1)C(C(F)(F)F)O (2-(2,4-Difluorophenyl)-6-(2,2,2-trifluoro-1-hydroxyethyl)isonicotinic acid). The yield is 89.6%. As a reaction SMILES: [F:1][C:2]1[CH:7]=[C:6]([F:8])[CH:5]=[CH:4][C:3]=1[C:9]1[CH:10]=[C:11]([CH:19]=[C:20]([CH:22]([OH:27])[C:23]([F:26])([F:25])[F:24])[N:21]=1)[C:12]([O:14]C(C)(C)C)=[O:13].FC(F)(F)C(O)=O>ClCCl>[F:1][C:2]1[CH:7]=[C:6]([F:8])[CH:5]=[CH:4][C:3]=1[C:9]1[CH:10]=[C:11]([CH:19]=[C:20]([CH:22]([OH:27])[C:23]([F:26])([F:24])[F:25])[N:21]=1)[C:12]([OH:14])=[O:13]. Procedure details: To a solution of tert-butyl 2-(2,4-difluorophenyl)-6-(2,2,2-trifluoro-1-hydroxyethyl)isonicotinate (0.56 g, 1.44 mmol) in dichloromethane (3 mL) was added trifluoroacetic acid (3 mL). The mixture was stirred at ambient temperature. After 18 h, additional trifluoroacetic acid (1 mL) was added and the mixture was stirred at ambient for 1 h. The mixture was concentrated to dryness to give the title compound (0.43 g). MS 334.2 (M+1).